Dataset: the Open Reaction Database (ORD), a public repository of structured organic reaction records. Task: describe an organic reaction: reactants, conditions, products, and yield Starting materials: C(C)(=O)C1=CC=CC=C1 (acetophenone), C(C1=CC=CC=C1)(=O)OC (methyl benzoate), CaO. The product is C1(=CC=CC=C1)C(CC(=O)C1=CC=CC=C1)=O (1,3-diphenyl-1,3-propanedione). Yield: 89.2%. As a reaction SMILES: [C:1]([C:4]1[CH:9]=[CH:8][CH:7]=[CH:6][CH:5]=1)(=[O:3])[CH3:2].[C:10](OC)(=[O:17])[C:11]1[CH:16]=[CH:15][CH:14]=[CH:13][CH:12]=1>>[C:11]1([C:10](=[O:17])[CH2:2][C:1]([C:4]2[CH:9]=[CH:8][CH:7]=[CH:6][CH:5]=2)=[O:3])[CH:16]=[CH:15][CH:14]=[CH:13][CH:12]=1. Procedure: A mixture containing 6.0 g (0.05 mol) of acetophenone, 40.8 g (0.30 mol) of methyl benzoate, and 3.73 g (0.06 mol) of 90% CaO is heated with stirring at 195°-200° C. for three and one-half hours while under nitrogen. The methanol (3.6 mL) that is distilled during the reaction is collected in a Dean Stark collector. The mixture is cooled, and 100 mL of toluene is added. The resulting mixture is cooled in cold water and acidified with 6N HCl. Stirring is continued until all of the solid is dissolv... Starting materials: C(C)OC(COC1=C(C=C(C=C1)Br)CNCC(=O)OCC)=O (4-bromo-2-[(ethoxycarbonylmethylamino)methyl]phenoxyacetic acid ethyl ester), ClC1=CC=C(CN=C=O)C=C1 (4-chlorobenzylisocyanate). Yields the product BrC1=CC(=C(OCC(=O)O)C=C1)CN1C(N(C(C1)=O)CC1=CC=C(C=C1)Cl)=O (4-Bromo-2-[3-(4-chlorobenzyl)-2,4-dioxoimidazolidin-1-ylmethyl]phenoxyacetic acid). Reaction SMILES: C([O:3][C:4](=[O:22])[CH2:5][O:6][C:7]1[CH:12]=[CH:11][C:10]([Br:13])=[CH:9][C:8]=1[CH2:14][NH:15][CH2:16][C:17]([O:19]CC)=O)C.[Cl:23][C:24]1[CH:33]=[CH:32][C:27]([CH2:28][N:29]=[C:30]=[O:31])=[CH:26][CH:25]=1>>[Br:13][C:10]1[CH:11]=[CH:12][C:7]([O:6][CH2:5][C:4]([OH:3])=[O:22])=[C:8]([CH2:14][N:15]2[CH2:16][C:17](=[O:19])[N:29]([CH2:28][C:27]3[CH:32]=[CH:33][C:24]([Cl:23])=[CH:25][CH:26]=3)[C:30]2=[O:31])[CH:9]=1. Reported procedure: Prepared from 4-bromo-2-[(ethoxycarbonylmethylamino)methyl]phenoxyacetic acid ethyl ester (235 mg, 0.63 mmol) and 4-chlorobenzylisocyanate (166 μL, 1.26 mmol) according to GP12 (yield: 183.4 mg, 62%): LC/MS (an10p8): Rt 2.3 min, m/z 465 [M−H]−; 1H NMR (DMSO-d6): δ 4.05 (s, 2H), 4.48 (s, 2H), 4.55 (s, 2H), 4.73 (s, 2H), 6.92 (d, J=8.3 Hz, 1H), 7.25-7.45 (m, 6H), 13.11 (br. s, 1H). The yield is 100.1%. Procedure: 2,6-Dichloro-4-aminophenol (0.37 g.) was dissolved in acetone (30 ml.) to which pyridine (0.32 ml.) was added. While mixing, an acetone solution (10 ml.) of the acid chloride prepared from acetylsalicylic acid (0.38 g.) was added by drops. After the reaction was completed, the solution was evaporated under reduced pressure and the residue was dissolved in ethyl acetate and then was washed with water then with 1N-hydrochloric acid. After evaporating off the ethyl acetate under reduced pressure th... Starting materials: ClC1=C(C(=CC(=C1)N)Cl)O (2,6-Dichloro-4-aminophenol), acid chloride, C(C)(=O)OC=1C(C(=O)O)=CC=CC1 (acetylsalicylic acid). Run in CC(=O)C (acetone), N1=CC=CC=C1 (pyridine), CC(=O)C (acetone). Product: ClC=1C=C(NC(C2=C(C=CC=C2)O)=O)C=C(C1O)Cl (3',5'-dichloro-2,4'-dihydroxybenzanilide). As a reaction SMILES: [Cl:1][C:2]1[CH:7]=[C:6]([NH2:8])[CH:5]=[C:4]([Cl:9])[C:3]=1[OH:10].C([O:14][C:15]1[C:16](=[CH:20][CH:21]=[CH:22][CH:23]=1)[C:17](O)=[O:18])(=O)C>CC(C)=O.N1C=CC=CC=1>[Cl:1][C:2]1[CH:7]=[C:6]([CH:5]=[C:4]([Cl:9])[C:3]=1[OH:10])[NH:8][C:17](=[O:18])[C:16]1[CH:20]=[CH:21][CH:22]=[CH:23][C:15]=1[OH:14]. Starting materials: 34.5, ClC1=NC=CC=N1 (2-chloropyrimidine), NCCN1CCC(CC1)NC1=NC2=C(N1CC1=CC=C(C=C1)F)C=CC=C2 (N-[1-(2-aminoethyl)-4-piperidinyl]-1-[(4-fluorophenyl)methyl]-1H-benzimidazol-2-amine), C(O)([O-])=O.[Na+] (sodium hydrogen carbonate). The solvent is C(C)O (ethanol). Product: 82, N1C(=NC2=C1C=CC=C2)N (1H-benzimidazol-2-amine). As a reaction SMILES: ClC1N=CC=CN=1.NCCN1CCC([NH:17][C:18]2[N:22](CC3C=CC(F)=CC=3)[C:21]3[CH:31]=[CH:32][CH:33]=[CH:34][C:20]=3[N:19]=2)CC1.C(=O)([O-])O.[Na+]>C(O)C>[NH:19]1[C:20]2[CH:34]=[CH:33][CH:32]=[CH:31][C:21]=2[N:22]=[C:18]1[NH2:17] |f:2.3|. Reported procedure: A mixture of 34.5 parts of 2-chloropyrimidine, 110 parts of N-[1-(2-aminoethyl)-4-piperidinyl]-1-[(4-fluorophenyl)methyl]-1H-benzimidazol-2-amine, 25 parts of sodium hydrogen carbonate and 1200 parts of ethanol was stirred and refluxed overnight. The reaction mixture was cooled and filtered over Hyflo. The filtrate was evaporated. The residue was purified by HPLC over silica gel using a mixture of trichloromethane and methanol (95:5 by volume) saturated with ammonia, as eluent. The pure fraction... Reactants: [Br-], [Br-], [Zn+2], CC(C)(C)OC(=O)N1CCC(c2ccc(CCn3c(=S)sc4ccccc43)nc2)C(OCc2ccc3ccccc3c2)C1. Yields the product S=c1sc2ccccc2n1CCc1ccc(C2CCNCC2OCc2ccc3ccccc3c2)cn1. Reaction SMILES: [Br-:44].[Br-:46].[Zn+2:45].[cH:1]1[c:2]([CH2:11][O:12][CH:13]2[CH2:14][N:15]([C:37]([O:38][C:39]([CH3:40])([CH3:41])[CH3:42])=[O:43])[CH2:16][CH2:17][CH:18]2[c:19]2[cH:20][n:21][c:22]([CH2:25][CH2:26][n:27]3[c:28](=[S:36])[s:29][c:30]4[c:31]3[cH:32][cH:33][cH:34][cH:35]4)[cH:23][cH:24]2)[cH:3][cH:4][c:5]2[cH:6][cH:7][cH:8][cH:9][c:10]12>>[cH:1]1[c:2]([CH2:11][O:12][CH:13]2[CH2:14][NH:15][CH2:16][CH2:17][CH:18]2[c:19]2[cH:20][n:21][c:22]([CH2:25][CH2:26][n:27]3[c:28](=[S:36])[s:29][c:30]4[c:31]3[cH:32][cH:33][cH:34][cH:35]4)[cH:23][cH:24]2)[cH:3][cH:4][c:5]2[cH:6][cH:7][cH:8][cH:9][c:10]12. Reactants: CC(C)=O, Cc1cc(Oc2[nH]c(=O)[nH]c(=O)c2C(C)C)cc(C2OCCO2)c1, O, Cc1ccc(S(=O)(=O)[O-])cc1, c1cc[nH+]cc1. Yields the product Cc1cc(C=O)cc(Oc2[nH]c(=O)[nH]c(=O)c2C(C)C)c1. Reaction SMILES: [CH3:43][C:44](=[O:45])[CH3:46].[O:1]1[CH:2]([c:6]2[cH:7][c:8]([O:9][c:10]3[c:11]([CH:18]([CH3:19])[CH3:20])[c:12](=[O:17])[nH:13][c:14](=[O:16])[nH:15]3)[cH:21][c:22]([CH3:24])[cH:23]2)[O:5][CH2:4][CH2:3]1.[OH2:42].[c:25]1([CH3:26])[cH:27][cH:28][c:29]([S:30]([O-:31])(=[O:32])=[O:33])[cH:34][cH:35]1.[nH+:36]1[cH:37][cH:38][cH:39][cH:40][cH:41]1>>[O:1]=[CH:2][c:6]1[cH:7][c:8]([O:9][c:10]2[c:11]([CH:18]([CH3:19])[CH3:20])[c:12](=[O:17])[nH:13][c:14](=[O:16])[nH:15]2)[cH:21][c:22]([CH3:24])[cH:23]1. Starting materials: FC(F)(F)c1ccc(-c2cc(Oc3cccc4sc(Br)nc34)ncn2)cc1, NCCO, C1COCCO1. Yields the product OCCNc1nc2c(Oc3cc(-c4ccc(C(F)(F)F)cc4)ncn3)cccc2s1. Reaction SMILES: [Br:1][c:2]1[s:3][c:4]2[c:5]([n:6]1)[c:7]([O:11][c:12]1[n:13][cH:14][n:15][c:16](-[c:18]3[cH:19][cH:20][c:21]([C:24]([F:25])([F:26])[F:27])[cH:22][cH:23]3)[cH:17]1)[cH:8][cH:9][cH:10]2.[NH2:28][CH2:29][CH2:30][OH:31].[O:32]1[CH2:33][CH2:34][O:35][CH2:36][CH2:37]1>>[c:2]1([NH:28][CH2:29][CH2:30][OH:31])[s:3][c:4]2[c:5]([n:6]1)[c:7]([O:11][c:12]1[n:13][cH:14][n:15][c:16](-[c:18]3[cH:19][cH:20][c:21]([C:24]([F:25])([F:26])[F:27])[cH:22][cH:23]3)[cH:17]1)[cH:8][cH:9][cH:10]2. The reactants are C[Si](C)(C)OC(=O)C1C(=CN2C([C@H]([C@H]2S1)N[Si](C)(C)C)=O)\C=C\CI ((E)-(6R,7R)-3-(3-iodo-propenyl)-8-oxo-7-trimethylsilanylamino-5-thia-1-aza-bicyclo[4.2.0]oct-2-ene-4-carboxylic acid trimethylsilanyl ester), C(CCCN1CCOCC1)N1CCOCC1 (4,4′-butane-1,4-diyl-bis-morpholine). The product is CN(CCCCN(C)C)C (N,N,N′,N′-tetramethyl-1,4-butanediamine). As a reaction SMILES: C[Si](OC(C1S[C@H]2N(C(=O)[C@H]2N[Si](C)(C)C)C=C1/C=C/CI)=O)(C)C.[CH2:26]([N:36]1[CH2:41]COC[CH2:37]1)[CH2:27][CH2:28][CH2:29][N:30]1[CH2:35]COC[CH2:31]1>>[CH3:31][N:30]([CH3:35])[CH2:29][CH2:28][CH2:27][CH2:26][N:36]([CH3:41])[CH3:37]. Procedure: By operating in an analogous manner to the procedure described in Examples 56-81(a), (E)-(6R,7R)-3-(3-iodo-propenyl)-8-oxo-7-trimethylsilanylamino-5-thia-1-aza-bicyclo[4.2.0]oct-2-ene-4-carboxylic acid trimethylsilanyl ester was reacted with 4,4′-butane-1,4-diyl-bis-morpholine, and with N,N,N′,N′-tetramethyl-1,4-butanediamine, respectively, to give Yields the product Cc1cc([N+](=O)[O-])c2c(c1Oc1ccc(O)c(C=O)c1)CCC2. Reactants: ClB(Cl)Cl, COc1ccc(Oc2c(C)cc([N+](=O)[O-])c3c2CCC3)cc1C=O, CO, ClCCl, Cl. Reaction SMILES: [B:25]([Cl:26])([Cl:27])[Cl:28].[CH3:1][O:2][c:3]1[c:4]([CH:5]=[O:6])[cH:7][c:8]([O:11][c:12]2[c:13]3[c:17]([c:18]([N+:22](=[O:23])[O-:24])[cH:19][c:20]2[CH3:21])[CH2:16][CH2:15][CH2:14]3)[cH:9][cH:10]1.[CH3:29][OH:30].[Cl:32][CH2:33][Cl:34].[ClH:31]>>[OH:2][c:3]1[c:4]([CH:5]=[O:6])[cH:7][c:8]([O:11][c:12]2[c:13]3[c:17]([c:18]([N+:22](=[O:23])[O-:24])[cH:19][c:20]2[CH3:21])[CH2:16][CH2:15][CH2:14]3)[cH:9][cH:10]1. Starting materials: C(=O)(Cl)Cl (phosgene), ClCC1=NN=C(S1)N (5-chloromethyl-2-amino-1,3,4-thiadiazole). Run in C(C)(=O)OCC (ethyl acetate), C(C)(=O)OCC (ethyl acetate). Conditions: time 16 hour. The product is ClCC1=NN=C(S1)N=C=O (5-Chloromethyl-1,3,4-thiadiazol-2-yl Isocyanate). As a reaction SMILES: [C:1](Cl)(Cl)=[O:2].[Cl:5][CH2:6][C:7]1[S:11][C:10]([NH2:12])=[N:9][N:8]=1>C(OCC)(=O)C>[Cl:5][CH2:6][C:7]1[S:11][C:10]([N:12]=[C:1]=[O:2])=[N:9][N:8]=1. Reported procedure: A saturated solution of phosgene is ethyl acetate (100 ml) is charged into a glass reaction vessel equipped with a mechanical stirrer. A slurry of 5-chloromethyl-2-amino-1,3,4-thiadiazole (10 grams) in ethyl acetate (300 ml) is added to the reaction vessel, and the resulting mixture is stirred for a period of about 16 hours, resulting in the formation of a precipitate. The reaction mixture is then purged with nitrogen gas to remove unreacted phosgene. The purged mixture is then filtered to recov...